This data is from the Open Reaction Database (ORD), a public repository of structured organic reaction records. The task is: describe an organic reaction: reactants, conditions, products, and yield The reactants are CC=1N=C(SC1C)NC(C1=CC(=C(C=C1)N)[N+](=O)[O-])=O (4-Amino-3-nitro-benzoic acid (4,5-dimethyl-thiazol-2-yl) amide). The reagents and catalysts are [Ni] (Raney nickel). The solvent is CO (methanol). The product is CC=1N=C(SC1C)NC(C1=CC(=C(C=C1)N)N)=O (3,4-Diamino-benzoic acid (4,5-dimethyl-thiazol-2-yl) amide). RXN SMILES: [CH3:1][C:2]1[N:3]=[C:4]([NH:8][C:9](=[O:20])[C:10]2[CH:15]=[CH:14][C:13]([NH2:16])=[C:12]([N+:17]([O-])=O)[CH:11]=2)[S:5][C:6]=1[CH3:7]>[Ni].CO>[CH3:1][C:2]1[N:3]=[C:4]([NH:8][C:9](=[O:20])[C:10]2[CH:15]=[CH:14][C:13]([NH2:16])=[C:12]([NH2:17])[CH:11]=2)[S:5][C:6]=1[CH3:7]. Procedure details: Prepared analogously to example 14b by hydrogenation of the product obtained in 77a using Raney nickel in methanol. Reactants: BrCCC(C(=O)OC)(C1=CC=CC=C1)C1=CC=CC=C1 (methyl 4-bromo-2,2-diphenylbutyrate), OC1=C(C=CC=C1)C1(CCNCC1)O (4-(2-hydroxyphenyl)-4-piperidinol), C([O-])([O-])=O.[Na+].[Na+] (sodium carbonate). Solvent: CN(C=O)C (dimethylformamide). Run at temperature 50 celsius. Product: OC1(CCN(CC1)CCC(C(=O)OC)(C1=CC=CC=C1)C1=CC=CC=C1)C1=C(C=CC=C1)O (methyl 4-(4-hydroxy-4-(2-hydroxyphenyl)piperidino)-2,2-diphenylbutyrate). Isolated yield 29.1%. Reaction SMILES: Br[CH2:2][CH2:3][C:4]([C:15]1[CH:20]=[CH:19][CH:18]=[CH:17][CH:16]=1)([C:9]1[CH:14]=[CH:13][CH:12]=[CH:11][CH:10]=1)[C:5]([O:7][CH3:8])=[O:6].[OH:21][C:22]1[CH:27]=[CH:26][CH:25]=[CH:24][C:23]=1[C:28]1([OH:34])[CH2:33][CH2:32][NH:31][CH2:30][CH2:29]1.C(=O)([O-])[O-].[Na+].[Na+]>CN(C)C=O>[OH:34][C:28]1([C:23]2[CH:24]=[CH:25][CH:26]=[CH:27][C:22]=2[OH:21])[CH2:29][CH2:30][N:31]([CH2:2][CH2:3][C:4]([C:15]2[CH:20]=[CH:19][CH:18]=[CH:17][CH:16]=2)([C:9]2[CH:14]=[CH:13][CH:12]=[CH:11][CH:10]=2)[C:5]([O:7][CH3:8])=[O:6])[CH2:32][CH2:33]1 |f:2.3.4|. Procedure: In 50 mL of anhydrous dimethylformamide were dissolved 2.24 g (6.7 mmol) of methyl 4-bromo-2,2-diphenylbutyrate and 1.30 g (6.7 mmol) of 4-(2-hydroxyphenyl)-4-piperidinol. To the resulting solution was added 1.07 g (10 mmol) of sodium carbonate, followed by stirring under heating at 50° C. for 35 hours. The residue obtained by distilling off the solvent under reduced pressure was dissolved in ethyl acetate, followed by washing with water and drying. The residue obtained by concentrating the solv...